This data is from the Open Reaction Database (ORD), a public repository of structured organic reaction records. The task is: describe an organic reaction: reactants, conditions, products, and yield The reactants are CC(=O)[O-], COc1cc(C)cc2c1C(=O)CC2, CCO, Cl, NO, [Na+], O. Product: COc1cc(C)cc2c1C(=NO)CC2. As a reaction SMILES: [CH3:18][C:19](=[O:20])[O-:21].[CH3:1][O:2][c:3]1[cH:4][c:5]([CH3:13])[cH:6][c:7]2[c:11]1[C:10](=[O:12])[CH2:9][CH2:8]2.[CH3:23][CH2:24][OH:25].[ClH:14].[NH2:15][OH:16].[Na+:17].[OH2:22]>>[CH3:1][O:2][c:3]1[cH:4][c:5]([CH3:13])[cH:6][c:7]2[c:11]1[C:10](=[N:15][OH:16])[CH2:9][CH2:8]2. Reported procedure: In a 5 mL Schlenk tube 18 mg (0.054 mmol) 6-ethyl-7-hydroxy-3-[(4-methyl)-1,3-thiazol-2-yl]-4-oxo-4H-chromene-2-carboxylate 10 (Aldrich, no. R66,464-2) were suspended in 0.5 mL methylene chloride. Then 51 mg (0.54 mmol) phenol and 18 μl (0.108 mmol) triflate anhydride were added at ambient temperature. The resulting mixture was stirred for 20 hours, diluted in 10 mL of ethyl acetate and washed with water and saturated solutions of sodium bicarbonate and sodium chloride. The organic layer was sep... Product: C1(=CC=CC=C1)OC(=O)C=1OC2=CC(=C(C=C2C(C1C=1SC=C(N1)C)=O)CC)O (phenyl-6-ethyl-7-hydroxy-3-[(4-methyl)-1,3-thiazol-2-yl]-4-oxo-4H-chromene-2-carboxylate). The yield is 40.9%. Reaction conditions: time 20 hour. Reaction SMILES: [CH2:1]([C:3]1[CH:4]=[C:5]2[C:10](=[CH:11][C:12]=1[OH:13])[O:9][C:8]([C:14]([O-:16])=[O:15])=[C:7]([C:17]1[S:18][CH:19]=[C:20]([CH3:22])[N:21]=1)[C:6]2=[O:23])[CH3:2].[C:24]1(O)[CH:29]=[CH:28][CH:27]=[CH:26][CH:25]=1>C(Cl)Cl.C(OCC)(=O)C>[C:24]1([O:15][C:14]([C:8]2[O:9][C:10]3[C:5]([C:6](=[O:23])[C:7]=2[C:17]2[S:18][CH:19]=[C:20]([CH3:22])[N:21]=2)=[CH:4][C:3]([CH2:1][CH3:2])=[C:12]([OH:13])[CH:11]=3)=[O:16])[CH:29]=[CH:28][CH:27]=[CH:26][CH:25]=1. The reactants are C(C)C=1C=C2C(C(=C(OC2=CC1O)C(=O)[O-])C=1SC=C(N1)C)=O (6-ethyl-7-hydroxy-3-[(4-methyl)-1,3-thiazol-2-yl]-4-oxo-4H-chromene-2-carboxylate), C1(=CC=CC=C1)O (phenol), triflate anhydride. Run in C(Cl)Cl (methylene chloride), C(C)(=O)OCC (ethyl acetate). The reactants are C1(=CC=CC=C1)CS(=O)(=O)N1C=CC2=CC(=CC=C12)NC(=O)C1=C(N=C(O1)N1CC(CCC1)C)C(F)(F)F (N-[1-[(phenylmethyl)sulfonyl]-1H-indol-5-yl]-2-(3-methyl-1-piperidinyl)-4-(trifluoromethyl)-5-oxazolecarboxamide), N1N=CC2=CC(=CC=C12)NC(=O)C1=C(N=C(O1)N1CC(CCC1)C)C(F)(F)F (N-(1H-indazol-5-yl)-2-(3-methyl-1-piperidinyl)-4-(trifluoromethyl)-5-oxazolecarboxamide), C(C)(C)S(=O)(=O)Cl (isopropylsulfonyl chloride). Product: CC(C)S(=O)(=O)N1N=CC2=CC(=CC=C12)NC(=O)C1=C(N=C(O1)N1CC(CCC1)C)C(F)(F)F (N-[1-[(1-methylethyl)sulfonyl]-1H-indazol-5-yl]-2-(3-methyl-1-piperidinyl)-4-(trifluoromethyl)-5-oxazolecarboxamide). Reaction SMILES: C1(CS(N2C3C(=CC(NC(C4OC(N5CCCC(C)C5)=NC=4C(F)(F)F)=O)=CC=3)C=C2)(=O)=O)C=CC=CC=1.[NH:39]1[C:47]2[C:42](=[CH:43][C:44]([NH:48][C:49]([C:51]3[O:55][C:54]([N:56]4[CH2:61][CH2:60][CH2:59][CH:58]([CH3:62])[CH2:57]4)=[N:53][C:52]=3[C:63]([F:66])([F:65])[F:64])=[O:50])=[CH:45][CH:46]=2)[CH:41]=[N:40]1.[CH:67]([S:70](Cl)(=[O:72])=[O:71])([CH3:69])[CH3:68]>>[CH3:68][CH:67]([S:70]([N:39]1[C:47]2[C:42](=[CH:43][C:44]([NH:48][C:49]([C:51]3[O:55][C:54]([N:56]4[CH2:61][CH2:60][CH2:59][CH:58]([CH3:62])[CH2:57]4)=[N:53][C:52]=3[C:63]([F:66])([F:65])[F:64])=[O:50])=[CH:45][CH:46]=2)[CH:41]=[N:40]1)(=[O:72])=[O:71])[CH3:69]. Reported procedure: Compound 53 was prepared by the general procedure for compound 46, by using compound 49 and isopropylsulfonyl chloride as starting materials. 1H NMR (500 MHz, DMSO-d6) δ 10.36 (br s, 1H), 8.63 (br s, 1H), 8.36 (br s, 1H), 7.97 (br d, 1H, J=9.1 Hz), 7.83 (dm, 1H, J=8.8 Hz), 4.12 (m, 2H), 3.87 (h, 1H, J=7.0 Hz), 3.07 (br t, 1H, J=13.0 Hz), 2.77 (t, 1H, J=11.8 Hz), 1.78 (m, 2H), 1.68 (m, 1H), 1.55 (m, 1H), 1.18 (d, 6H, J=7.0 Hz), 1.16 (m, 1H), 0.95 (d, 3H, J=6.6 Hz). MS (M+1): 500. Starting materials: CC(C)=CCC\C(\C)=C\CO (geraniol), OC\C=C(/CCC=C(C)C)\C (nerol). Product: CC(C)=CCCC(C)CCO (citronellol). Reaction SMILES: [CH3:1][C:2](=[CH:4][CH2:5][CH2:6]/[C:7](=[CH:9]/[CH2:10][OH:11])/[CH3:8])[CH3:3].OC/C=C(/C)\CCC=C(C)C>>[CH3:1][C:2](=[CH:4][CH2:5][CH2:6][CH:7]([CH2:9][CH2:10][OH:11])[CH3:8])[CH3:3]. Procedure: geraniol and nerol: 92.0 The reactants are CCC(C)CCCCCCCCCCC(=O)NC1CC(C(NC(=O)C2C(C(CN2C(=O)C(NC(=O)C(NC(=O)C3CC(CN3C(=O)C(NC1=O)C(C)O)O)C(C(C4=CC=C(C=C4)O)O)O)CO)C)O)O)O (Mulundocandin). The reagents and catalysts are [Ni] (Raney nickel). Run in C(C)O (ethanol), C(C)O (ethanol). Conditions: time 15 minute. Yields the product CCC(C)CCCCCCCCCCC(=O)NC1CC(C(NC(=O)C2C(C(CN2C(=O)C(NC(=O)C(NC(=O)C3CC(CN3C(=O)C(NC1=O)C(C)O)O)C(CC4=CC=C(C=C4)O)O)CO)C)O)O)O (deoxymulundocandin). Yield: 73.9%. As a reaction SMILES: [CH3:1][CH2:2][CH:3]([CH2:5][CH2:6][CH2:7][CH2:8][CH2:9][CH2:10][CH2:11][CH2:12][CH2:13][CH2:14][C:15]([NH:17][CH:18]1[C:49](=[O:50])[NH:48][CH:47]([CH:51]([OH:53])[CH3:52])[C:45](=[O:46])[N:44]2[CH:40]([CH2:41][CH:42]([OH:54])[CH2:43]2)[C:38](=[O:39])[NH:37][CH:36]([CH:55]([OH:65])[CH:56](O)[C:57]2[CH:62]=[CH:61][C:60]([OH:63])=[CH:59][CH:58]=2)[C:34](=[O:35])[NH:33][CH:32]([CH2:66][OH:67])[C:30](=[O:31])[N:29]2[CH:25]([CH:26]([OH:69])[CH:27]([CH3:68])[CH2:28]2)[C:23](=[O:24])[NH:22][CH:21]([OH:70])[CH:20]([OH:71])[CH2:19]1)=[O:16])[CH3:4]>C(O)C.[Ni]>[CH3:1][CH2:2][CH:3]([CH2:5][CH2:6][CH2:7][CH2:8][CH2:9][CH2:10][CH2:11][CH2:12][CH2:13][CH2:14][C:15]([NH:17][CH:18]1[C:49](=[O:50])[NH:48][CH:47]([CH:51]([OH:53])[CH3:52])[C:45](=[O:46])[N:44]2[CH:40]([CH2:41][CH:42]([OH:54])[CH2:43]2)[C:38](=[O:39])[NH:37][CH:36]([CH:55]([OH:65])[CH2:56][C:57]2[CH:62]=[CH:61][C:60]([OH:63])=[CH:59][CH:58]=2)[C:34](=[O:35])[NH:33][CH:32]([CH2:66][OH:67])[C:30](=[O:31])[N:29]2[CH:25]([CH:26]([OH:69])[CH:27]([CH3:68])[CH2:28]2)[C:23](=[O:24])[NH:22][CH:21]([OH:70])[CH:20]([OH:71])[CH2:19]1)=[O:16])[CH3:4]. Procedure: Mulundocandin (220 mg, 2.2 mM) in ethanol (8 ml)) was stirred with 15 ml of W-2 Raney nickel (pH 7) in ethanol (30 ml) for 3 hours at room temperature. After standing for 15 minutes the supernatent solution was decanted and Raney nickel washed with 3×30 ml. ethanol with stirring and filtered. Combined ethanolic solutions were concentrated by distillation under a reduced pressure of 60-70 mm/Hg at 35° C. to obtain 160 mg (75%) of crude deoxymulundocandin as a slightly green solid. Starting materials: C(C)(C)(C)C=1N=C(C=2C(N1)=NN(N2)CC)N2CC(CC2)(F)F (5-tert-Butyl-7-(3,3-difluoro-pyrrolidin-1-yl)-2-ethyl-2H-[1,2,3]triazolo[4,5-d]pyrimidine), C(C)(C)(C)C=1N=C(C2=C(N1)NN=N2)N2CC(CC2)(F)F (5-tert-butyl-7-(3,3-difluoropyrrolidin-1-yl)-3H-[1,2,3]triazolo[4,5-d]pyrimidine), BrCC1=C(C=CC(=C1Cl)Cl)Cl (2-(bromomethyl)-1,3,4-trichlorobenzene). Product: C(C)(C)(C)C=1N=C(C=2C(N1)=NN(N2)CC2=C(C(=CC=C2Cl)Cl)Cl)N2CC(CC2)(F)F (5-tert-Butyl-7-(3,3-difluoro-pyrrolidin-1-yl)-2-(2,3,6-trichloro-benzyl)-2H-[1,2,3]triazolo[4,5-d]pyrimidine). As a reaction SMILES: [C:1]([C:5]1[N:6]=[C:7]([N:16]2[CH2:20][CH2:19][C:18]([F:22])([F:21])[CH2:17]2)[C:8]2[C:9](=[N:11][N:12]([CH2:14][CH3:15])[N:13]=2)[N:10]=1)([CH3:4])([CH3:3])[CH3:2].C(C1N=C(N2CCC(F)(F)C2)C2N=NNC=2N=1)(C)(C)C.BrCC1[C:50]([Cl:51])=[C:49]([Cl:52])[CH:48]=[CH:47][C:46]=1[Cl:53]>>[C:1]([C:5]1[N:6]=[C:7]([N:16]2[CH2:20][CH2:19][C:18]([F:21])([F:22])[CH2:17]2)[C:8]2[C:9](=[N:11][N:12]([CH2:14][C:15]3[C:46]([Cl:53])=[CH:47][CH:48]=[C:49]([Cl:52])[C:50]=3[Cl:51])[N:13]=2)[N:10]=1)([CH3:2])([CH3:3])[CH3:4]. Procedure details: In analogy to the procedure described for the synthesis of 5-tert-butyl-7-(3,3-difluoro-pyrrolidin-1-yl)-2-ethyl-2H-[1,2,3]triazolo[4,5-d]pyrimidine (example 3, step b), the title compound was prepared from 5-tert-butyl-7-(3,3-difluoropyrrolidin-1-yl)-3H-[1,2,3]triazolo[4,5-d]pyrimidine and 2-(bromomethyl)-1,3,4-trichlorobenzene and isolated as light red solid. MS (m/e): 475.2 (MH+).